This data is from the Open Reaction Database (ORD), a public repository of structured organic reaction records. The task is: describe an organic reaction: reactants, conditions, products, and yield RXN SMILES: Cl.[NH2:2][CH:3]1[CH2:8][CH2:7][CH2:6][N:5]([C:9]([O:11][C:12]([CH3:15])([CH3:14])[CH3:13])=[O:10])[CH2:4]1.[NH2:16][C:17]1[N:18]=[C:19](S(C)(=O)=O)[S:20][C:21]=1[C:22]([O:24][CH3:25])=[O:23]>>[NH2:16][C:17]1[N:18]=[C:19]([NH:2][CH:3]2[CH2:8][CH2:7][CH2:6][N:5]([C:9]([O:11][C:12]([CH3:15])([CH3:14])[CH3:13])=[O:10])[CH2:4]2)[S:20][C:21]=1[C:22]([O:24][CH3:25])=[O:23] |f:0.1|. Procedure details: Analogously to the preparation of Example 49A, 335 mg (1.42 mmol) of tert-butyl 3-aminopiperidine-1-carboxylate hydrochloride and 3190 mg (2.84 mmol) of methyl 4-amino-2-(methylsulfonyl)-1,3-thiazole-5-carboxylate gave 158 mg (29% of theory) of the product as a solid. Yields the product NC=1N=C(SC1C(=O)OC)NC1CN(CCC1)C(=O)OC(C)(C)C (tert-Butyl 3-{[4-amino-5-(methoxycarbonyl)-1,3-thiazol-2-yl]amino}piperidine-1-carboxylate). The reactants are Cl.NC1CN(CCC1)C(=O)OC(C)(C)C (tert-butyl 3-aminopiperidine-1-carboxylate hydrochloride), NC=1N=C(SC1C(=O)OC)S(=O)(=O)C (methyl 4-amino-2-(methylsulfonyl)-1,3-thiazole-5-carboxylate).